Dataset: the Open Reaction Database (ORD), a public repository of structured organic reaction records. Task: describe an organic reaction: reactants, conditions, products, and yield Reactants: NCCCCCN (1,5-diaminopentane), S(=O)(=O)([O-])[O-].CC1=C(N=CN1)CSCC[NH+]=C(S)N.CC1=C(N=CN1)CSCC[NH+]=C(S)N (2-((5-methyl-4-imidazolyl)methylthio)ethylthiouronium sulphate). Product: CC1=C(N=CN1)CSCCN=C(NCCCCCNC(=NCCSCC=1N=CNC1C)N)N (1,5-bis-[N'-(2-(5-Methyl-4-imidazolylmethylthio)ethyl) guanidino]pentane). Reaction SMILES: [NH2:1][CH2:2][CH2:3][CH2:4][CH2:5][CH2:6][NH2:7].S([O-])([O-])(=O)=O.[CH3:13][C:14]1[NH:18][CH:17]=[N:16][C:15]=1[CH2:19][S:20][CH2:21][CH2:22][NH+:23]=[C:24]([NH2:26])S.[CH3:27][C:28]1[NH:32][CH:31]=[N:30][C:29]=1[CH2:33][S:34][CH2:35][CH2:36][NH+:37]=[C:38]([NH2:40])S>>[CH3:13][C:14]1[NH:18][CH:17]=[N:16][C:15]=1[CH2:19][S:20][CH2:21][CH2:22][N:23]=[C:24]([NH2:26])[NH:1][CH2:2][CH2:3][CH2:4][CH2:5][CH2:6][NH:7][C:38]([NH2:40])=[N:37][CH2:36][CH2:35][S:34][CH2:33][C:29]1[N:30]=[CH:31][NH:32][C:28]=1[CH3:27] |f:1.2.3|. Procedure details: The reaction of 1,5-diaminopentane (0.43 g) with S-methyl-N-[2-((5-methyl-4-imidazolyl)methylthio)ethylthiouronium sulphate (2.52 g) by the method described in Example 5 afforded the title compound which was isolated as the dipicrate (1.8 g) m.p. 115-120°. Starting materials: COc1ccc(CN(Cc2ccc(OC)cc2)c2ncc(-c3nc(N4CCOCC4)nc4c3CCN4)cn2)cc1, Cc1cc(C(=O)N2CCOCC2)ccc1N, NC(N)=S. Yields the product COc1ccc(CN(Cc2ccc(OC)cc2)c2ncc(-c3nc(N4CCOCC4)nc4c3CCN4C(=S)Nc3ccc(C(=O)N4CCOCC4)cc3C)cn2)cc1. Reaction SMILES: [CH3:1][O:2][c:3]1[cH:4][cH:5][c:6]([CH2:7][N:8]([c:9]2[n:10][cH:11][c:12](-[c:15]3[c:16]4[c:17]([n:18][c:19]([N:21]5[CH2:22][CH2:23][O:24][CH2:25][CH2:26]5)[n:20]3)[NH:27][CH2:28][CH2:29]4)[cH:13][n:14]2)[CH2:30][c:31]2[cH:32][cH:33][c:34]([O:37][CH3:38])[cH:35][cH:36]2)[cH:39][cH:40]1.[NH2:41][c:42]1[c:43]([CH3:56])[cH:44][c:45]([C:48](=[O:49])[N:50]2[CH2:51][CH2:52][O:53][CH2:54][CH2:55]2)[cH:46][cH:47]1.[NH2:57][C:58]([NH2:59])=[S:60]>>[CH3:1][O:2][c:3]1[cH:4][cH:5][c:6]([CH2:7][N:8]([c:9]2[n:10][cH:11][c:12](-[c:15]3[c:16]4[c:17]([n:18][c:19]([N:21]5[CH2:22][CH2:23][O:24][CH2:25][CH2:26]5)[n:20]3)[N:27]([C:58]([NH:41][c:42]3[c:43]([CH3:56])[cH:44][c:45]([C:48](=[O:49])[N:50]5[CH2:51][CH2:52][O:53][CH2:54][CH2:55]5)[cH:46][cH:47]3)=[S:60])[CH2:28][CH2:29]4)[cH:13][n:14]2)[CH2:30][c:31]2[cH:32][cH:33][c:34]([O:37][CH3:38])[cH:35][cH:36]2)[cH:39][cH:40]1. Starting materials: [H-].C(C(C)C)[Al+]CC(C)C (Diisobutylaluminiumhydride), solution, C(C)OC(\C=C\[C@H]1[C@H](C1)C1=CC(=CC=C1)C(F)(F)F)=O ((±)-(E)-Ethyl-3-[cis-2-(3-trifluromethylphenyl)cyclopropyl]prop-2-enoate), Cl (hydrochloric acid). Run in CCCCCC (hexane). Conditions: time 18 hour. The product is FC(C=1C=C(C=CC1)[C@@H]1[C@@H](C1)CC=CO)(F)F (cis-2-(3-trifluoromethylphenyl)-1-(3-hydroxyprop-2-en-1-yl)cyclopropane). The yield is 97.8%. As a reaction SMILES: C([O:3][C:4](=O)/[CH:5]=[CH:6]/[C@@H:7]1[CH2:9][C@@H:8]1[C:10]1[CH:15]=[CH:14][CH:13]=[C:12]([C:16]([F:19])([F:18])[F:17])[CH:11]=1)C.[H-].C([Al+]CC(C)C)C(C)C.Cl>CCCCCC>[F:17][C:16]([F:18])([F:19])[C:12]1[CH:11]=[C:10]([C@H:8]2[CH2:9][C@H:7]2[CH2:6][CH:5]=[CH:4][OH:3])[CH:15]=[CH:14][CH:13]=1 |f:1.2|. Reported procedure: (±)-(E)-Ethyl-3-[cis-2-(3-trifluromethylphenyl)cyclopropyl]prop-2-enoate (0.18 g) (example 7) was dissolved in dicyhloromethane (3 ml) and cooled to -20° under nitrogen. Diisobutylaluminiumhydride (1.3 ml of a 1M solution in hexane) was added and the solution stirred at 25° for 18 hours. Careful addition of dilute hydrochloric acid was followed by work up in the usual manner to give cis-2-(3-trifluoromethylphenyl)-1-(3-hydroxyprop-2-en-1-yl)cyclopropane (0.15 g). NMR 1H: 7.43(4H,m), 5.79(1H,dt),... The solvent is C(Cl)Cl (DCM), C(Cl)Cl (DCM), C(Cl)Cl (DCM). Procedure: Starting material 9 (750 mg, 1.7 mmol) was dissolved under Nitrogen atmosphere in 10 ml DCM in a 2 necked flask and a solution of morpholine (3 ml, 34.5 mmol) in 34.5 ml DCM was added. The solution was stirred for 5 Min. then a solution of Tetrakis(triphenylphosphin)-palladium(0) (199 mg, 0.2 mmol) in 17.2 ml DCM was added. After about 8 Min a brown suspension was formed. The reaction was stirred at ambient temperature for another 40 Min. The solvent was then reduced and product 5 was thereby is... As a reaction SMILES: C(OC([N:7]1[CH2:12][CH2:11][C:10]2[C:13]([C:27](=[O:29])[NH2:28])=[C:14]([NH:16][C:17]([NH:19][C:20]3[CH:25]=[CH:24][C:23]([Cl:26])=[CH:22][CH:21]=3)=[O:18])[S:15][C:9]=2[CH2:8]1)=O)C=C.N1CCOCC1>C(Cl)Cl.C1C=CC(P(C2C=CC=CC=2)C2C=CC=CC=2)=CC=1.C1C=CC(P(C2C=CC=CC=2)C2C=CC=CC=2)=CC=1.C1C=CC(P(C2C=CC=CC=2)C2C=CC=CC=2)=CC=1.C1C=CC(P(C2C=CC=CC=2)C2C=CC=CC=2)=CC=1.[Pd]>[Cl:26][C:23]1[CH:22]=[CH:21][C:20]([NH:19][C:17](=[O:18])[NH:16][C:14]2[S:15][C:9]3[CH2:8][NH:7][CH2:12][CH2:11][C:10]=3[C:13]=2[C:27]([NH2:28])=[O:29])=[CH:25][CH:24]=1 |f:3.4.5.6.7|. The reactants are C(C=C)OC(=O)N1CC2=C(CC1)C(=C(S2)NC(=O)NC2=CC=C(C=C2)Cl)C(N)=O (3-Carbamoyl-2-[3-(4-chloro-phenyl)-ureido]-4,7-dihydro-5H-thieno[2,3-c]pyridine-6-carboxylic acid allyl ester), N1CCOCC1 (morpholine). The reagents and catalysts are C1=CC=C(C=C1)P(C2=CC=CC=C2)C3=CC=CC=C3.C1=CC=C(C=C1)P(C2=CC=CC=C2)C3=CC=CC=C3.C1=CC=C(C=C1)P(C2=CC=CC=C2)C3=CC=CC=C3.C1=CC=C(C=C1)P(C2=CC=CC=C2)C3=CC=CC=C3.[Pd] (Tetrakis(triphenylphosphin)-palladium(0)). Yields the product ClC1=CC=C(C=C1)NC(NC1=C(C2=C(CNCC2)S1)C(=O)N)=O (2-[3-(4-Chloro-phenyl)-ureido]-4,5,6,7-tetrahydro-thieno[2,3-c]pyridine-3-carboxylic acid amide). Reactants: C(C)(C)(C)OC(=O)N1CC(C1)N1CCC(CC1)(F)F (3-(4,4-difluoropiperidin-1-yl)azetidine-1-carboxylic acid tert-butyl ester). The solvent is C(Cl)Cl.C(=O)(C(F)(F)F)O (DCM TFA). Run at time 3 hour. The product is N1CC(C1)N1CCC(CC1)(F)F (1-Azetidin-3-yl-4,4-difluoropiperidine). The yield is 64.1%. RXN SMILES: C(OC([N:8]1[CH2:11][CH:10]([N:12]2[CH2:17][CH2:16][C:15]([F:19])([F:18])[CH2:14][CH2:13]2)[CH2:9]1)=O)(C)(C)C>C(Cl)Cl.C(O)(C(F)(F)F)=O>[NH:8]1[CH2:11][CH:10]([N:12]2[CH2:17][CH2:16][C:15]([F:18])([F:19])[CH2:14][CH2:13]2)[CH2:9]1 |f:1.2|. Reported procedure: A 25 mL round-bottomed flask was charged with a solution of 3-(4,4-difluoropiperidin-1-yl)azetidine-1-carboxylic acid tert-butyl ester (0.684 g, 2.47 mmol) in DCM/TFA (4 mL/4 mL). The reaction mixture was stirred for 3 h at room temperature. The reaction mixture was loaded onto an Isolute® SCX-2 cartridge. The cartridge was washed with MeOH and the desired product was eluted using 2 M NH3 in MeOH to give 1-Azetidin-3-yl-4,4-difluoropiperidine as a pale yellow oil (0.279 g, 64%). 1H NMR (CDCl3, 4... The reactants are COC(NC(C(N1C(CCC1)C=1NC(=CN1)C1=CC2=CC=C(C=C2C=C1)B1OC(C(O1)(C)C)(C)C)=O)C1CCOCC1)=O ([2-Oxo-1-(tetrahydro-pyran-4-yl)-2-(2-{5-[6-(4,4,5,5-tetramethyl-[1,3,2]dioxaborolan-2-yl)-naphthalen-2-yl]-1H-imidazol-2-yl}-pyrrolidin-1-yl)-ethyl]-carbamic acid methyl ester), C(C)(C)(C)OC(NCC(=O)C1=CC=C(C=C1)Br)=O ([2-(4-Bromo-phenyl)-2-oxo-ethyl]-carbamic acid tert-butyl ester), Pd[PPh3]4, C([O-])([O-])=O.[K+].[K+] (potassium carbonate). Run in COCCOC (DME), [Cl-].[Na+].O (Brine), O (water). Product: COC(NC(C(=O)N1C(CCC1)C=1NC(=CN1)C1=CC2=CC=C(C=C2C=C1)C1=CC=C(C=C1)C(CNC(=O)OC(C)(C)C)=O)C1CCOCC1)=O ([2-[2-(5-{6-[4-(2-tert-Butoxycarbonylamino-acetyl)-phenyl]-naphthalen-2-yl}-1H-imidazol-2-yl)-pyrrolidin-1-yl]-2-oxo-1-(tetrahydro-pyran-4-yl)-ethyl]-carbamic acid methyl ester). Reaction SMILES: [CH3:1][O:2][C:3](=[O:43])[NH:4][CH:5]([CH:37]1[CH2:42][CH2:41][O:40][CH2:39][CH2:38]1)[C:6](=[O:36])[N:7]1[CH2:11][CH2:10][CH2:9][CH:8]1[C:12]1[NH:13][C:14]([C:17]2[CH:26]=[CH:25][C:24]3[C:19](=[CH:20][CH:21]=[C:22](B4OC(C)(C)C(C)(C)O4)[CH:23]=3)[CH:18]=2)=[CH:15][N:16]=1.[C:44]([O:48][C:49](=[O:61])[NH:50][CH2:51][C:52]([C:54]1[CH:59]=[CH:58][C:57](Br)=[CH:56][CH:55]=1)=[O:53])([CH3:47])([CH3:46])[CH3:45].C(=O)([O-])[O-].[K+].[K+]>COCCOC.O.[Cl-].[Na+].O>[CH3:1][O:2][C:3](=[O:43])[NH:4][CH:5]([CH:37]1[CH2:38][CH2:39][O:40][CH2:41][CH2:42]1)[C:6]([N:7]1[CH2:11][CH2:10][CH2:9][CH:8]1[C:12]1[NH:13][C:14]([C:17]2[CH:26]=[CH:25][C:24]3[C:19](=[CH:20][CH:21]=[C:22]([C:57]4[CH:58]=[CH:59][C:54]([C:52](=[O:53])[CH2:51][NH:50][C:49]([O:48][C:44]([CH3:47])([CH3:46])[CH3:45])=[O:61])=[CH:55][CH:56]=4)[CH:23]=3)[CH:18]=2)=[CH:15][N:16]=1)=[O:36] |f:2.3.4,7.8.9|. Procedure: [2-Oxo-1-(tetrahydro-pyran-4-yl)-2-(2-{5-[6-(4,4,5,5-tetramethyl-[1,3,2]dioxaborolan-2-yl)-naphthalen-2-yl]-1H-imidazol-2-yl}-pyrrolidin-1-yl)-ethyl]-carbamic acid methyl ester (200 mg, 0.34 mmol), [2-(4-Bromo-phenyl)-2-oxo-ethyl]-carbamic acid tert-butyl ester (106 mg, 0.34 mmol), Pd[PPh3]4 (39.2 mg, 0.034 mmol), potassium carbonate (117 mg, 0.85 mmol) was heated at 120 C in the microwave for 22 minutes in DME (2.5 mL) and water (0.3 mL). Brine (1 mL) was added and the organic layer was isolate... The reactants are C1CCOC1, CO, CCOC(C)=O, COC(=O)C1(C)CCOc2cc(Oc3ccc(C(=O)NCCc4ccc(Cl)cc4)cc3)c(C#N)cc21, Cl, [Na+], [OH-], O. Yields the product CC1(C(=O)O)CCOc2cc(Oc3ccc(C(=O)NCCc4ccc(Cl)cc4)cc3)c(C#N)cc21. RXN SMILES: [CH2:42]1[O:43][CH2:44][CH2:45][CH2:46]1.[CH3:40][OH:41].[CH3:47][CH2:48][O:49][C:50](=[O:51])[CH3:52].[Cl:1][c:2]1[cH:3][cH:4][c:5]([CH2:6][CH2:7][NH:8][C:9](=[O:10])[c:11]2[cH:12][cH:13][c:14]([O:15][c:16]3[c:17]([C:31]#[N:32])[cH:18][c:19]4[c:24]([cH:25]3)[O:23][CH2:22][CH2:21][C:20]4([C:26](=[O:27])[O:28][CH3:29])[CH3:30])[cH:33][cH:34]2)[cH:35][cH:36]1.[ClH:53].[Na+:38].[OH-:37].[OH2:39]>>[Cl:1][c:2]1[cH:3][cH:4][c:5]([CH2:6][CH2:7][NH:8][C:9](=[O:10])[c:11]2[cH:12][cH:13][c:14]([O:15][c:16]3[c:17]([C:31]#[N:32])[cH:18][c:19]4[c:24]([cH:25]3)[O:23][CH2:22][CH2:21][C:20]4([C:26](=[O:27])[OH:28])[CH3:30])[cH:33][cH:34]2)[cH:35][cH:36]1.